From a dataset of the Open Reaction Database (ORD), a public repository of structured organic reaction records. describe an organic reaction: reactants, conditions, products, and yield Reactants: C=1C=CC(=CC1)P(C=2C=CC=CC2)C3=CC=C4C=CC=CC4=C3C5=C6C=CC=CC6=CC=C5P(C=7C=CC=CC7)C=8C=CC=CC8 (BINAP), BrC=1C=C(C2=CC=CC=C2C1)C(=O)NC=1C=C(C=CC1)/C=C/C(=O)OCC (Ethyl(2E)-3-(3-{[(3-bromonaphthalen-1-yl)carbonyl]amino}-phenyl)prop-2-enoate), N1CCOCC1 (morpholine), CC(C)([O-])C.[K+] (potassium tertbutoxide). The reagents and catalysts are C=1C=CC(=CC1)/C=C/C(=O)/C=C/C2=CC=CC=C2.C=1C=CC(=CC1)/C=C/C(=O)/C=C/C2=CC=CC=C2.C=1C=CC(=CC1)/C=C/C(=O)/C=C/C2=CC=CC=C2.[Pd].[Pd] (Pd2(dba)3). The solvent is O (water), CN(C)C=O (DMF). Product: N1(CCOCC1)C=1C=C(C2=CC=CC=C2C1)C(=O)NC=1C=C(C=CC1)/C=C/C(=O)O ((2E)-3-[3-({[3-(morpholin-4-yl)naphthalen-1-yl]carbonyl}amino)phenyl]prop-2-enoic acid). RXN SMILES: C1C=CC(P(C2C(C3C(P(C4C=CC=CC=4)C4C=CC=CC=4)=CC=C4C=3C=CC=C4)=C3C(C=CC=C3)=CC=2)C2C=CC=CC=2)=CC=1.Br[C:48]1[CH:49]=[C:50]([C:58]([NH:60][C:61]2[CH:62]=[C:63](/[CH:67]=[CH:68]/[C:69]([O:71]CC)=[O:70])[CH:64]=[CH:65][CH:66]=2)=[O:59])[C:51]2[C:56]([CH:57]=1)=[CH:55][CH:54]=[CH:53][CH:52]=2.[NH:74]1[CH2:79][CH2:78][O:77][CH2:76][CH2:75]1.CC(C)([O-])C.[K+]>O.C1C=CC(/C=C/C(/C=C/C2C=CC=CC=2)=O)=CC=1.C1C=CC(/C=C/C(/C=C/C2C=CC=CC=2)=O)=CC=1.C1C=CC(/C=C/C(/C=C/C2C=CC=CC=2)=O)=CC=1.[Pd].[Pd].CN(C=O)C>[N:74]1([C:48]2[CH:49]=[C:50]([C:58]([NH:60][C:61]3[CH:62]=[C:63](/[CH:67]=[CH:68]/[C:69]([OH:71])=[O:70])[CH:64]=[CH:65][CH:66]=3)=[O:59])[C:51]3[C:56]([CH:57]=2)=[CH:55][CH:54]=[CH:53][CH:52]=3)[CH2:79][CH2:78][O:77][CH2:76][CH2:75]1 |f:3.4,6.7.8.9.10|. Procedure details: A Biotage Process Vial (5-20 mL) was charged with (BINAP) (0.47 mmol), Pd2(dba)3 (0.11 mmol), ethyl(E)-3-[3-[(3-bromonaphthalene-1-carbonyl)amino]phenyl]prop-2-enoate (23) (1.17 mmol), morpholine (3.53 mmol), and potassium tertbutoxide (2.35 mmol). The vial was charged with DMF (5 mL) and irradiated at 100-130° C. for 1 h, using the microwave reactor Smith Synthesizer. After irradiation, the sample was cooled and diluted with water and extracted with ethyl acetate (3×50 mL). The organic layer wa... The reactants are C(=O)(O)C1=CC=CC=2N(C3=CC=CC=C3NC12)CC (1-carboxy N-ethyl phenazine), CC1=CC=C2N(C=3C=CC=C(C3NC2=C1)C(=O)O)CC (8-methyl 1-carboxy N-ethyl phenazine), NC1=CC=CC=C1 (aniline), NC=1C(=CC=CC1)C (ortho toluidine), BrC1=C(C(=O)O)C=CC=C1[N+](=O)[O-] (2-bromo-3-nitrobenzoic acid), C(C)N1CCOCC1 (N-ethylmorpholine). The reagents and catalysts are Cl[Cu] (CuCl). Run in [NH4+].[OH-] (NH4OH), CC(C(C)O)O (butane-2,3-diol). Product: C1(=CC=CC=C1)NC=1C(C(=O)O)=CC=CC1[N+](=O)[O-] (N-phenyl-3-nitro anthranilic acid). RXN SMILES: C(C1C2NC3C(=CC=CC=3)N(CC)C=2C=CC=1)(O)=O.CC1C=C2C(N(CC)C3C=CC=C(C(O)=O)C=3N2)=CC=1.[NH2:40][C:41]1[CH:46]=[CH:45][CH:44]=[CH:43][CH:42]=1.NC1C(C)=CC=CC=1.Br[C:56]1[C:64]([N+:65]([O-:67])=[O:66])=[CH:63][CH:62]=[CH:61][C:57]=1[C:58]([OH:60])=[O:59].C(N1CCOCC1)C>CC(O)C(O)C.[NH4+].[OH-].Cl[Cu]>[C:41]1([NH:40][C:56]2[C:57](=[CH:61][CH:62]=[CH:63][C:64]=2[N+:65]([O-:67])=[O:66])[C:58]([OH:60])=[O:59])[CH:46]=[CH:45][CH:44]=[CH:43][CH:42]=1 |f:7.8|. Procedure: Reaction scheme 7 illustrates the synthesis of a 1-carboxy N-ethyl phenazine (29a) and 8-methyl 1-carboxy N-ethyl phenazine (29b) derivative. A mixture of aniline (or ortho toluidine) and 2-bromo-3-nitrobenzoic acid is reacted in the presence of CuCl, Cu powder and N-ethylmorpholine in butane-2,3-diol at 70 to 80° C. for 8 to 24 hours. This reaction mixture is diluted with 0.1 M NH4OH solution and filtered through a bed of celite. The resulting solution is slowly poured over into 2N HCl to give ...